The task is: describe an organic reaction: reactants, conditions, products, and yield. This data is from the Open Reaction Database (ORD), a public repository of structured organic reaction records. The reactants are O[C@@H]1C2=C(S([C@@H](C1)C)(=O)=O)SC=C2 (cis-4-hydroxy-5,6-dihydro-6-methyl-4-H-thieno-[2,3-b]-thiopyran-7,7-dioxide), C(CCC)P(CCCC)CCCC (tributylphosphine), C(C)NS(=O)(=O)C1=C(C=CC=C1)[N+](=O)[O-] (N-ethyl-2-nitrobenzenesulfonamide), C(CCC)P(CCCC)CCCC (Tributylphosphine). Reaction conditions: temperature -30 celsius, time 4 hour. Product: C(C)N(S(=O)(=O)C1=C(C=CC=C1)[N+](=O)[O-])[C@@H]1C2=C(S([C@H](C1)C)(=O)=O)SC=C2 (trans-4-[N-ethyl-N-(2-nitrobenzenesulfonyl)amino]-5,6-dihydro-6-methyl-4-H-thieno-[2,3-b]-thiopyran-7,7-dioxide). Isolated yield 20.4%. Reaction SMILES: O[C@H:2]1[CH2:7][C@@H:6]([CH3:8])[S:5](=[O:10])(=[O:9])[C:4]2[S:11][CH:12]=[CH:13][C:3]1=2.C(P(CCCC)CCCC)CCC.[CH2:27]([NH:29][S:30]([C:33]1[CH:38]=[CH:37][CH:36]=[CH:35][C:34]=1[N+:39]([O-:41])=[O:40])(=[O:32])=[O:31])[CH3:28]>>[CH2:27]([N:29]([C@H:2]1[CH2:7][C@H:6]([CH3:8])[S:5](=[O:10])(=[O:9])[C:4]2[S:11][CH:12]=[CH:13][C:3]1=2)[S:30]([C:33]1[CH:38]=[CH:37][CH:36]=[CH:35][C:34]=1[N+:39]([O-:41])=[O:40])(=[O:31])=[O:32])[CH3:28]. Procedure details: cis-4-hydroxy-5,6-dihydro-6-methyl-4-H-thieno-[2,3-b]-thiopyran-7,7-dioxide (5 g), tributylphosphine (6.6 mL) and N-ethyl-2-nitrobenzenesulfonamide (6.17 g) are mixed under nitrogen atmosphere. It is cooled at −20/−30° C. Diisopropyl azadicarboxylate (4.8 mL) is added, maintaining the temperature. It is maintained under stirring, maintaining the temperature, for 4 hours. Tributylphosphine (1.5 mL) and diisopropyl azadicarboxylate (1.5 mL) are added. It is left to reach 20-25° C. and maintained f... Starting materials: ClC1=C(C=CC=C1Cl)[N+](=O)[O-] (2,3-dichloronitrobenzene), ClCCCS (3-chloropropanethiol), [OH-].[K+] (KOH). The solvent is C1CCOC1 (THF). Reaction conditions: temperature 23 celsius, time 3.5 hour. The product is ClC1=C(C(=CC=C1)[N+](=O)[O-])SCCCCl (1-chloro-2-[(3-chloropropyl)sulfanyl]-3-nitrobenzene). The yield is 99.1%. As a reaction SMILES: Cl[C:2]1[C:7]([Cl:8])=[CH:6][CH:5]=[CH:4][C:3]=1[N+:9]([O-:11])=[O:10].[Cl:12][CH2:13][CH2:14][CH2:15][SH:16].[OH-].[K+]>C1COCC1>[Cl:8][C:7]1[CH:6]=[CH:5][CH:4]=[C:3]([N+:9]([O-:11])=[O:10])[C:2]=1[S:16][CH2:15][CH2:14][CH2:13][Cl:12] |f:2.3|. Procedure: To a dry THF (Aldrich anhydrous grade, 70 mL) solution of 2,3-dichloronitrobenzene (9.61 g, 50.1 mmol) and 3-chloropropanethiol (5.0 g, 45.5 mmol) was added in one portion at 23° C. KOH pellets. The resulting mixture was vigorously stirred at 23° C. for 3.5 h. The reaction mixture was filtered through a Celite plug to remove remaining KOH. The plug was washed with THF (2×50 mL). The filtrate was concentrated in vacuo to give crude 1-chloro-2-[(3-chloropropyl)sulfanyl]-3-nitrobenzene (12 g, ˜100%... Starting materials: N1=C(C=CC=C1C)C (2,6-lutidine), CS(=O)(=O)OCC1=CC(=C(C=C1)Br)F (4-bromo-3-fluorobenzyl methanesulfonate), CS(=O)(=O)OCC1=CC(=C(C=C1)Br)F (4-bromo-3-fluorobenzyl methanesulfonate), N1=C(C=CC=C1C)C (2,6-lutidine). The solvent is CO (methanol), CCOCC (Et2O). Product: BrC1=C(C=C(C=C1)COC)F (1-bromo-2-fluoro-4-(methoxymethyl)benzene). As a reaction SMILES: CS([O:5][CH2:6][C:7]1[CH:12]=[CH:11][C:10]([Br:13])=[C:9]([F:14])[CH:8]=1)(=O)=O.N1C(C)=CC=C[C:16]=1C>CO.CCOCC>[Br:13][C:10]1[CH:11]=[CH:12][C:7]([CH2:6][O:5][CH3:16])=[CH:8][C:9]=1[F:14]. Procedure: A solution of 4-bromo-3-fluorobenzyl methanesulfonate (Intermediate 18, 286 mg; 1.01 mmol) and 2,6-lutidine (234 μL; 2.0 mmol) in methanol (4 mL) was stirred for 16 hours at RT. Additional aliquots of 2,6-lutidine (234 μL; 2.0 mmol each) were added once a day for a total of three days, during which stirring was continued at RT. The mixture was taken up in Et2O, washed with water, HCl (0.1N in water) and brine. The organic phase was dried over MgSO4, filtered and concentrated with moderate vacuum...